Dataset: the Open Reaction Database (ORD), a public repository of structured organic reaction records. Task: describe an organic reaction: reactants, conditions, products, and yield Reactants: COC(=O)c1cc2c([nH]c(=O)n2Cc2ccccc2)c(NCc2ccccc2)n1, O, O=S(=O)(O)O. Product: COC(=O)c1cc2c([nH]c(=O)n2Cc2ccccc2)c(N)n1. RXN SMILES: [CH3:1][O:2][C:3](=[O:4])[c:5]1[cH:6][c:7]2[c:8]([c:9]([NH:11][CH2:12][c:13]3[cH:14][cH:15][cH:16][cH:17][cH:18]3)[n:10]1)[nH:19][c:20](=[O:29])[n:21]2[CH2:22][c:23]1[cH:24][cH:25][cH:26][cH:27][cH:28]1.[OH2:30].[S:31](=[O:32])(=[O:33])([OH:34])[OH:35]>>[CH3:1][O:2][C:3](=[O:4])[c:5]1[cH:6][c:7]2[c:8]([c:9]([NH2:11])[n:10]1)[nH:19][c:20](=[O:29])[n:21]2[CH2:22][c:23]1[cH:24][cH:25][cH:26][cH:27][cH:28]1. As a reaction SMILES: [C:1]([CH3:2])([CH3:3])([CH3:4])[O:5][C:6]([NH:7][CH:8]1[CH2:9][NH:10][c:11]2[cH:12][cH:13][c:14]([C:18]#[N:19])[cH:15][c:16]2[CH2:17]1)=[O:20].[CH3:30][C:31](=[O:32])[OH:33].[Cl:21][c:22]1[cH:23][c:24]([CH:25]=[O:26])[cH:27][cH:28][cH:29]1>>[C:1]([CH3:2])([CH3:3])([CH3:4])[O:5][C:6]([NH:7][CH:8]1[CH2:9][N:10]([CH2:25][c:24]2[cH:23][c:22]([Cl:21])[cH:29][cH:28][cH:27]2)[c:11]2[cH:12][cH:13][c:14]([C:18]#[N:19])[cH:15][c:16]2[CH2:17]1)=[O:20]. Yields the product CC(C)(C)OC(=O)NC1Cc2cc(C#N)ccc2N(Cc2cccc(Cl)c2)C1. The reactants are CC(C)(C)OC(=O)NC1CNc2ccc(C#N)cc2C1, CC(=O)O, O=Cc1cccc(Cl)c1. Starting materials: CC=1C=CC=C2C(C(NC12)=S)C (7-methyl-3-methylthiooxindole), ClN1C(CCC1=O)=O (N-chlorosuccinimide). The solvent is C(Cl)(Cl)Cl (chloroform). Yields the product ClC1(C(NC2=C(C=CC=C12)C)=S)C (3-chloro-7-methyl-3-methylthiooxindole). RXN SMILES: [CH3:1][C:2]1[CH:3]=[CH:4][CH:5]=[C:6]2[C:10]=1[NH:9][C:8](=[S:11])[CH:7]2[CH3:12].[Cl:13]N1C(=O)CCC1=O>C(Cl)(Cl)Cl>[Cl:13][C:7]1([CH3:12])[C:6]2[C:10](=[C:2]([CH3:1])[CH:3]=[CH:4][CH:5]=2)[NH:9][C:8]1=[S:11]. Procedure: A solution of 7-methyl-3-methylthiooxindole (1 g, 0.0052 mol) and N-chlorosuccinimide (0.7 g, 0.0052 mol) in chloroform (100 ml) was stirred at room temperature for 1 hour. The solution was evaporated, yielding crude 3-chloro-7-methyl-3-methylthiooxindole, and the residue was dissolved in a minimum amount of tetrahydrofuran (ca. 10 ml) and added to a vigorously stirred slurry of red mercuric oxide (1.13 g, 0.0052 mol) and boron trifluoride ethereate (0,75, 0.0054 mol) in 50 ml of 20 percent aque... Starting materials: CC(C)OC(=O)CCCC=CCC1C(=O)CC(O[Si](C)(C)C(C)(C)C)C1C=CC(CCc1ccccc1)O[Si](C)(C)C(C)(C)C, C1CCOC1, [Cl-], [Na+], OO. Yields the product CC(C)OC(=O)CCCC=CCC1C(O)CC(O[Si](C)(C)C(C)(C)C)C1C=CC(CCc1ccccc1)O[Si](C)(C)C(C)(C)C. As a reaction SMILES: [C:1]([CH3:2])([CH3:3])([CH3:4])[Si:5]([O:6][CH:7]([CH:8]=[CH:9][CH:10]1[CH:11]([CH2:24][CH:25]=[CH:26][CH2:27][CH2:28][CH2:29][C:30](=[O:31])[O:32][CH:33]([CH3:34])[CH3:35])[C:12](=[O:23])[CH2:13][CH:14]1[O:15][Si:16]([CH3:17])([CH3:18])[C:19]([CH3:20])([CH3:21])[CH3:22])[CH2:36][CH2:37][c:38]1[cH:39][cH:40][cH:41][cH:42][cH:43]1)([CH3:44])[CH3:45].[CH2:50]1[O:51][CH2:52][CH2:53][CH2:54]1.[Cl-:48].[Na+:49].[OH:46][OH:47]>>[C:1]([CH3:2])([CH3:3])([CH3:4])[Si:5]([O:6][CH:7]([CH:8]=[CH:9][CH:10]1[CH:11]([CH2:24][CH:25]=[CH:26][CH2:27][CH2:28][CH2:29][C:30](=[O:31])[O:32][CH:33]([CH3:34])[CH3:35])[CH:12]([OH:23])[CH2:13][CH:14]1[O:15][Si:16]([CH3:17])([CH3:18])[C:19]([CH3:20])([CH3:21])[CH3:22])[CH2:36][CH2:37][c:38]1[cH:39][cH:40][cH:41][cH:42][cH:43]1)([CH3:44])[CH3:45]. Starting materials: COc1ccc(Br)cn1, CC(=O)[O-], CC(=O)[O-], c1ccc(CB2C3CCCC2CCC3)cc1, C1CCOC1, CCOCC, [K+], [K+], [K+], O=P([O-])([O-])[O-], [Pd+2]. Yields the product COc1ccc(Cc2ccccc2)cn1. RXN SMILES: [Br:9][c:10]1[cH:11][cH:12][c:13]([O:16][CH3:17])[n:14][cH:15]1.[C:44]([O-:45])(=[O:46])[CH3:47].[C:49]([O-:50])(=[O:51])[CH3:52].[CH2:18]([c:19]1[cH:20][cH:21][cH:22][cH:23][cH:24]1)[B:25]1[CH:26]2[CH2:27][CH2:28][CH2:29][CH:30]1[CH2:31][CH2:32][CH2:33]2.[CH2:34]1[O:35][CH2:36][CH2:37][CH2:38]1.[CH3:39][CH2:40][O:41][CH2:42][CH3:43].[K+:6].[K+:7].[K+:8].[P:1]([O-:2])([O-:3])([O-:4])=[O:5].[Pd+2:48]>>[c:10]1([CH2:18][c:19]2[cH:20][cH:21][cH:22][cH:23][cH:24]2)[cH:11][cH:12][c:13]([O:16][CH3:17])[n:14][cH:15]1. Reactants: COC(C1=CN=C(C=C1)C(=O)N1CCN(CC1)CCO)=O (6-[1-(2-hydroxyethyl)piperazin-4-yl-carbonyl]nicotinic acid methyl ester). The solvent is CO (methanol), C(O)CN (ethanolamine). Product: OCCNC(C1=CN=C(C=C1)C(=O)N1CCN(CC1)CCO)=O (N-(2-hydroxyethyl)-6-[1-(2-hydroxyethyl)piperazin-4-yl-carbonyl]nicotinamide). Yield: 79.0%. RXN SMILES: CO[C:3](=[O:21])[C:4]1[CH:9]=[CH:8][C:7]([C:10]([N:12]2[CH2:17][CH2:16][N:15]([CH2:18][CH2:19][OH:20])[CH2:14][CH2:13]2)=[O:11])=[N:6][CH:5]=1>CO.C(CN)O>[OH:11][CH2:10][CH2:7][NH:6][C:3](=[O:21])[C:4]1[CH:9]=[CH:8][C:7]([C:10]([N:12]2[CH2:13][CH2:14][N:15]([CH2:18][CH2:19][OH:20])[CH2:16][CH2:17]2)=[O:11])=[N:6][CH:5]=1. Reported procedure: 6-[1-(2-hydroxyethyl)piperazin-4-yl-carbonyl]nicotinic acid methyl ester (2 g) was dissolved in methanol (20 ml) and with the addition of ethanolamine (2 ml), the mixture was heated to reflux for 8 hours and concentrated under reduced pressure. The concentrated residue was dissolved in isopropanol (14 ml), and with the addition of isopropyl ether to precipitate. After 2-hours stirring, the filtered solid was recrystallized with ethyl acetate and hexane to give a desired compound of 1.74 g (yield... The reactants are OCC1CCNCC1 (4-hydroxymethylpiperidine), ClC1=C(C=CC=C1)[N+](=O)[O-] (2-chloronitrobenzene), [OH-].[K+] (potassium hydroxide). Run in O1CCOCC1 (dioxane). Run at temperature 70 celsius. Yields the product [N+](=O)([O-])C1=C(OCC2CCNCC2)C=CC=C1 (4-(2-nitrophenoxymethyl)-piperidine). The yield is 22.2%. As a reaction SMILES: [OH:1][CH2:2][CH:3]1[CH2:8][CH2:7][NH:6][CH2:5][CH2:4]1.Cl[C:10]1[CH:15]=[CH:14][CH:13]=[CH:12][C:11]=1[N+:16]([O-:18])=[O:17].[OH-].[K+]>O1CCOCC1>[N+:16]([C:11]1[CH:12]=[CH:13][CH:14]=[CH:15][C:10]=1[O:1][CH2:2][CH:3]1[CH2:8][CH2:7][NH:6][CH2:5][CH2:4]1)([O-:18])=[O:17] |f:2.3|. Procedure: A mixture of 23.0 g (0.2 mole) of 4-hydroxymethylpiperidine, 31.5 g (0.2 mole) of 2-chloronitrobenzene, 11.8 g (0.21 mole) of potassium hydroxide and 200 ml of dioxane is heated to 70° C. for 3 days. The reaction mixture is then evaporated in a vacuum and the residue is taken up in diethyl ether, washed with water, extracted with dilute hydrochloric acid, rendered alkaline and the aqueous mixture extracted with diethyl ether. After evaporation of the solvent, there are obtained 10.5 g of 4-(2-ni...